This data is from the Open Reaction Database (ORD), a public repository of structured organic reaction records. The task is: describe an organic reaction: reactants, conditions, products, and yield The reactants are O=C([O-])[O-], CCOc1noc(C2CC(c3ccc(OC(F)(F)F)c(F)c3)CN(C(=O)Oc3ccc([N+](=O)[O-])cc3)C2)n1, Cl, [K+], [K+], CN(C)C=O, OC1CNC1. As a reaction SMILES: [C:45](=[O:46])([O-:47])[O-:48].[CH2:1]([CH3:2])[O:3][c:4]1[n:5][o:6][c:7]([CH:9]2[CH2:10][N:11]([C:27]([O:29][c:28]3[cH:30][cH:31][c:32]([N+:33]([O-:34])=[O:35])[cH:36][cH:37]3)=[O:38])[CH2:12][CH:13]([c:15]3[cH:16][c:17]([F:26])[c:18]([O:21][C:22]([F:23])([F:24])[F:25])[cH:19][cH:20]3)[CH2:14]2)[n:8]1.[ClH:39].[K+:49].[K+:50].[O:51]=[CH:52][N:53]([CH3:54])[CH3:55].[OH:40][CH:41]1[CH2:42][NH:43][CH2:44]1>>[CH2:1]([CH3:2])[O:3][c:4]1[n:5][o:6][c:7]([CH:9]2[CH2:10][N:11]([C:27](=[O:29])[N:43]3[CH2:42][CH:41]([OH:40])[CH2:44]3)[CH2:12][CH:13]([c:15]3[cH:16][c:17]([F:26])[c:18]([O:21][C:22]([F:23])([F:24])[F:25])[cH:19][cH:20]3)[CH2:14]2)[n:8]1. Product: CCOc1noc(C2CC(c3ccc(OC(F)(F)F)c(F)c3)CN(C(=O)N3CC(O)C3)C2)n1. The reactants are P(=O)(OC1=C(C=C(C=C1)CCC(=O)C1=CC(=CC=C1)O)OC)(OC1=CC(=CC(=C1)C)C)[O-].[Na+] (sodium 4-(3-(3-hydroxyphenyl)-3-oxopropyl)-2-methoxyphenyl 3,5-dimethylphenyl phosphate), [O-]CC.[Na+] (sodium ethoxide), ClCC(=O)O (chloroacetic acid). Run in C(C)O (ethanol). Reaction conditions: time 1 hour. Product: P(=O)(OC1=C(C=C(C=C1)CCC(=O)C1=CC(=CC=C1)OCC(=O)[O-])OC)(OC1=CC(=CC(=C1)C)C)[O-].[Na+].[Na+] (disodium 4-(3-(3-carboxylatomethoxyphenyl)-3-oxopropyl)-2-methoxypenyl 3,5-dimethylphenyl phosphate). Reaction SMILES: [P:1]([O-:32])([O:23][C:24]1[CH:29]=[C:28]([CH3:30])[CH:27]=[C:26]([CH3:31])[CH:25]=1)([O:3][C:4]1[CH:9]=[CH:8][C:7]([CH2:10][CH2:11][C:12]([C:14]2[CH:19]=[CH:18][CH:17]=[C:16]([OH:20])[CH:15]=2)=[O:13])=[CH:6][C:5]=1[O:21][CH3:22])=[O:2].[Na+:33].[O-]CC.[Na+].Cl[CH2:39][C:40]([OH:42])=[O:41]>C(O)C>[P:1]([O-:32])([O:23][C:24]1[CH:29]=[C:28]([CH3:30])[CH:27]=[C:26]([CH3:31])[CH:25]=1)([O:3][C:4]1[CH:9]=[CH:8][C:7]([CH2:10][CH2:11][C:12]([C:14]2[CH:19]=[CH:18][CH:17]=[C:16]([O:20][CH2:39][C:40]([O-:42])=[O:41])[CH:15]=2)=[O:13])=[CH:6][C:5]=1[O:21][CH3:22])=[O:2].[Na+:33].[Na+:33] |f:0.1,2.3,6.7.8|. Reported procedure: To a mixture of 22.5 g sodium 4-(3-(3-hydroxyphenyl)-3-oxopropyl)-2-methoxyphenyl 3,5-dimethylphenyl phosphate (see Example 6) and 1000 ml of 0.22 M sodium ethoxide kept under nitrogen, 5.7 g of chloroacetic acid in 50 ml anhydrous ethanol is added dropwise with stirring and the mixture being kept boiling. After all of the acid is added the refluxing is continued for one hour. The reaction mixture is cooled and sodium chloride is removed by filtration. The solvent is evaporated under vacuum, and... As a reaction SMILES: [Br:1][C:2]1[CH:3]=[CH:4][C:5]([CH:8]=O)=[N:6][CH:7]=1.[Cl:10][C:11]1[CH:17]=[CH:16][C:14]([NH2:15])=[CH:13][CH:12]=1.C([SiH](CC)CC)C.FC(F)(F)C(O)=O>C(#N)C>[Br:1][C:2]1[CH:3]=[CH:4][C:5]([CH2:8][NH:15][C:14]2[CH:16]=[CH:17][C:11]([Cl:10])=[CH:12][CH:13]=2)=[N:6][CH:7]=1. Yields the product BrC=1C=CC(=NC1)CNC1=CC=C(C=C1)Cl ((5-Bromo-pyridin-2-ylmethyl)-(4-chloro-phenyl)-amine). Procedure details: To 5-Bromo-pyridine-2-carbaldehyde (52, 1.00 g, 5.38 mmol) in acetonitrile (50.0 mL) were added p-chloroaniline (53, 0.686 g, 5.38 mmol), triethylsilane (6.00 mL, 0.0376 mol) and trifluoroacetic acid (3.00 mL, 0.0389 mol). The reaction was heated to reflux for 3 hours. The reaction was concentrated, poured into water and then extracted with ethyl acetate. The organic layer was dried over anhydrous sodium sulfate and filtered. The filtrate was concentrated and purified by silica gel column chroma... Starting materials: BrC=1C=CC(=NC1)C=O (5-Bromo-pyridine-2-carbaldehyde), ClC1=CC=C(N)C=C1 (p-chloroaniline), C(C)[SiH](CC)CC (triethylsilane), FC(C(=O)O)(F)F (trifluoroacetic acid). Solvent: C(C)#N (acetonitrile). Reactants: O1CCCC1 (tetrahydrofuran), C[Si](N[Si](C)(C)C)(C)C (hexamethyldisilazane), C(CCC)[Li] (n-butyl lithium), O1CCCC1 (THF), solution. The solvent is CCCCCC (hexane). Run at time 30 minute. Product: C[Si]([N-][Si](C)(C)C)(C)C.[Li+] (lithium hexamethyldisilazide). As a reaction SMILES: O1CCCC1.[CH3:6][Si:7]([CH3:14])([CH3:13])[NH:8][Si:9]([CH3:12])([CH3:11])[CH3:10].C([Li:19])CCC>CCCCCC>[CH3:6][Si:7]([CH3:14])([CH3:13])[N-:8][Si:9]([CH3:12])([CH3:11])[CH3:10].[Li+:19] |f:4.5|. Reported procedure: To a tetrahydrofuran (hereinafter referred to simply as THF) (90 ml) solution of hexamethyldisilazane (6.84 ml), 19.1 ml of n-butyl lithium (a 1.56M hexane solution) was added at -78° C., and the mixture was stirred for 30 minutes to obtain a lithium hexamethyldisilazide solution. To this solution, a THF (20 ml) solution of 10 g of (1S,5R,6R,7R)-2-oxa-7-(2-tetrahydropyranyloxy)-6-(t-butyldimethylsiloxy)methyl-bicyclo[3.3.0]octan-3-one (Compound 1) was dropwise added at -78° C., and the mixture w... Starting materials: OC(CCCCCCCC(=O)O)CCCCCCCO (9,16-dihydroxyhexadecanoic acid), OCCCCCCCCCCCCCCCCCCCCCC(=O)O (22-hydroxydocosanoic acid), OCCCCCCCCC=CCCCCCCCC(=O)O (18-hydroxyoctadec-9-enoic acid), O1C(CCCCCCCC(=O)O)C1CCCCCCCCO (9,10-epoxy-18-hydroxyoctadecanoic acid), OC(CCCCCCCC(=O)O)C(CCCCCCCCO)O (9,10,18-trihydroxyoctadecanoic acid), C(CCCCCCCCCCCCCCCCCCCCC(=O)O)(=O)O (docosandioic acid). Product: C(CCCCCCCC=CCCCCCCCC(=O)O)(=O)O (octadec-9-enedioic acid). As a reaction SMILES: O[CH:2]([CH2:13][CH2:14][CH2:15][CH2:16][CH2:17][CH2:18][CH2:19]O)[CH2:3][CH2:4][CH2:5][CH2:6][CH2:7][CH2:8][CH2:9][C:10]([OH:12])=[O:11].O1C(CCCCCCCCO)C1CCCCCC[CH2:29][C:30]([OH:32])=[O:31].OC(C(O)CCCCCCCCO)CCCCCCCC(O)=O.OCCCCCCCCCCCCCCCCCCCCCC(O)=O.OCCCCCCCCC=CCCCCCCCC(O)=O.C(O)(=O)CCCCCCCCCCCCCCCCCCCCC(O)=O>>[C:30]([OH:32])(=[O:31])[CH2:29][CH2:19][CH2:18][CH2:17][CH2:16][CH2:15][CH2:14][CH:13]=[CH:2][CH2:3][CH2:4][CH2:5][CH2:6][CH2:7][CH2:8][CH2:9][C:10]([OH:12])=[O:11]. Procedure: When the hydrolysis is carried out at a pH of greater than about 7.0 and a mixture of 9,16-dihydroxyhexadecanoic acid; 9,10-epoxy-18-hydroxyoctadecanoic acid; 9,10,18-trihydroxyoctadecanoic acid (phloionolic acid); 20-hydroxyeicasanoic acid; 22-hydroxydocosanoic acid; 18-hydroxyoctadec-9-enoic acid; docosandioic acid; and octadec-9-enedioic acid is obtained in a ratio of about 1.0-3.0:20.0-30.0:1.0-3.0:1.0-3.0:12.0-16.0:3.0-5.0:25.0-35.0:3.0-6.0. Starting materials: O=C([O-])CC(=O)OCc1ccccc1, [CH3]. The product is O=C([O-])CC(=O)[O-], [CH3]. RXN SMILES: [C:2]([CH2:3][C:4](=[O:5])[O-:6])(=[O:7])[O:8][CH2:9][c:10]1[cH:11][cH:12][cH:13][cH:14][cH:15]1.[CH3:1]>>[C:2]([CH2:3][C:4](=[O:5])[O-:6])(=[O:7])[O-:8].[CH3:1]. Yields the product Cl, c1ccc2c(c1)CCC1(CCNC1)O2. Reactants: C, CO, Cl, C1=CC2(CCNC2)Oc2ccccc21, [Pd]. RXN SMILES: [C:18].[CH3:16][OH:17].[ClH:1].[NH:2]1[CH2:3][C:4]2([O:5][c:6]3[cH:7][cH:8][cH:9][cH:10][c:11]3[CH:12]=[CH:13]2)[CH2:14][CH2:15]1.[Pd:19]>>[ClH:1].[NH:2]1[CH2:3][C:4]2([O:5][c:6]3[cH:7][cH:8][cH:9][cH:10][c:11]3[CH2:12][CH2:13]2)[CH2:14][CH2:15]1. Reactants: CC1(C=2C=CC(=CC2C(CC1)(C)C)/C(=C/C1=CC=C(C=C1)P(OCC)(=O)OCC)/C)C (diethyl (E)-4-[2(5,6,7,8-tetrahydro-5,5,8,8-tetramethyl-2-naphthyl)-1propenyl]-benzenephosphonate), [Br-].[Na+] (sodium bromide), C[Si](Cl)(C)C (trimethylchlorosilane). The solvent is C(C)#N (acetonitrile). Reaction conditions: time 30 minute. The product is CC1(C=2C=CC(=CC2C(CC1)(C)C)/C(=C/C1=CC=C(C=C1)P(O)(=O)O)/C)C ((E)-4-[2-(5,6,7,8-tetrahydro-5,5,8,8-tetramethyl-2-naphthyl)-1-propenyl]-benzenephosphonic acid). The yield is 63.6%. As a reaction SMILES: [CH3:1][C:2]1([CH3:31])[CH2:11][CH2:10][C:9]([CH3:13])([CH3:12])[C:8]2[CH:7]=[C:6](/[C:14](/[CH3:30])=[CH:15]/[C:16]3[CH:21]=[CH:20][C:19]([P:22]([O:27]CC)(=[O:26])[O:23]CC)=[CH:18][CH:17]=3)[CH:5]=[CH:4][C:3]1=2.[Br-].[Na+].C[Si](C)(C)Cl>C(#N)C>[CH3:1][C:2]1([CH3:31])[CH2:11][CH2:10][C:9]([CH3:12])([CH3:13])[C:8]2[CH:7]=[C:6](/[C:14](/[CH3:30])=[CH:15]/[C:16]3[CH:21]=[CH:20][C:19]([P:22]([OH:26])(=[O:23])[OH:27])=[CH:18][CH:17]=3)[CH:5]=[CH:4][C:3]1=2 |f:1.2|. Procedure: 2 g (4.5 millimoles) of diethyl (E)-4-[2(5,6,7,8-tetrahydro-5,5,8,8-tetramethyl-2-naphthyl)-1propenyl]-benzenephosphonate, 1.86 g (18 millimoles) of sodium bromide and 3 g (27 millimoles) of trimethylchlorosilane in 10 ml of acetonitrile were stirred for 3 hours at 40° C. The mixture was then allowed to cool and was filtered, and the filtrate was evaporated down. The oil which remained was stirred for 30 minutes with water at room temperature and then extracted with ether, and the organic phase ... Starting materials: C(#N)[BH3-].[Na+] (Sodium cyanoborohydride), Br.ClC1=C(C=CC(=C1)Cl)C1(CC1)C1NCCC2=CC(=C(C=C12)OC)F (1-[1-(2,4-dichlorophenyl)cyclopropyl]-6-fluoro-7-methoxy-1,2,3,4-tetrahydroisoquinoline hydrobromide), C=O (formaldehyde). Run in CO (methanol). Run at time 1.5 hour. Yields the product ClC1=C(C=CC(=C1)Cl)C1(CC1)C1N(CCC2=CC(=C(C=C12)OC)F)C (1-[1-(2,4-dichlorophenyl)cyclopropyl]-6-fluoro-7-methoxy-2-methyl-1,2,3,4-tetrahydroisoquinoline). RXN SMILES: [C:1]([BH3-])#[N:2].[Na+].Br.[Cl:6][C:7]1[CH:12]=[C:11]([Cl:13])[CH:10]=[CH:9][C:8]=1[C:14]1([CH:17]2[C:26]3[C:21](=[CH:22][C:23]([F:29])=[C:24]([O:27][CH3:28])[CH:25]=3)[CH2:20][CH2:19]N2)[CH2:16][CH2:15]1.C=O>CO>[Cl:6][C:7]1[CH:12]=[C:11]([Cl:13])[CH:10]=[CH:9][C:8]=1[C:14]1([CH:17]2[C:26]3[C:21](=[CH:22][C:23]([F:29])=[C:24]([O:27][CH3:28])[CH:25]=3)[CH2:20][CH2:19][N:2]2[CH3:1])[CH2:16][CH2:15]1 |f:0.1,2.3|. Reported procedure: Sodium cyanoborohydride (2.8 g) was added at 5° C. to a mixture of 1-[1-(2,4-dichlorophenyl)cyclopropyl]-6-fluoro-7-methoxy-1,2,3,4-tetrahydroisoquinoline hydrobromide (10 g, prepared as described in Example RC4), methanol (100 ml) and 37-40% aqueous formaldehyde solution (7.2 ml). The mixture was warmed to ambient temperature and stirred for 1.5 hours. The solvent was removed in vacuo and the residue partitioned between water and dichloromethane. The organic phase was washed with concentrated a... The reactants are C(\C=C\C)N(C(OCC1=CC=CC=C1)=O)CCC (benzyl (2E)-but-2-enyl(propyl)carbamate), ICI (diiodomethane), C(C)[Zn]CC (diethylzinc). Run in C(Cl)Cl (methylene chloride). Reaction conditions: time 16 hour. Yields the product EtOAc hexanes, CC1C(C1)CN(C(OCC1=CC=CC=C1)=O)CCC (benzyl (2-methylcyclopropyl)methyl(propyl)carbamate). The yield is 97.7%. Reaction SMILES: [CH2:1]([N:5]([CH2:16][CH2:17][CH3:18])[C:6](=[O:15])[O:7][CH2:8][C:9]1[CH:14]=[CH:13][CH:12]=[CH:11][CH:10]=1)/[CH:2]=[CH:3]/[CH3:4].[CH2:19]([Zn]CC)C.ICI>C(Cl)Cl>[CH3:4][CH:3]1[CH2:19][CH:2]1[CH2:1][N:5]([CH2:16][CH2:17][CH3:18])[C:6](=[O:15])[O:7][CH2:8][C:9]1[CH:10]=[CH:11][CH:12]=[CH:13][CH:14]=1. Procedure: Cbz Protection A solution of propylamine (9.0 g, 152.4 mmol) and triethylamine (15.4 g, 152.4 mmol) in methylene chloride (350 mL) was cooled to 0° C. and treated with benzyl chloroformate (20.0 g, 117.2 mmol). Upon stirring at 0° C. for 1 hour the reaction was warmed to ambient temperature and quenched with 1N HCl. The reaction was partitioned between 1N HCl and methylene chloride. The organics were washed with 1N HCl, water and brine. The combined organics were dried over sodium sulfate, filte...